Dataset: the Open Reaction Database (ORD), a public repository of structured organic reaction records. Task: describe an organic reaction: reactants, conditions, products, and yield Starting materials: BrC1=CC(=C(C(=O)OC(C)(C)C)C=C1)Cl (tert-Butyl 4-bromo-2-chlorobenzoate), BrC1=CC(=C(C(=O)O)C=C1)Cl (4-bromo-2-chlorobenzoic acid), C(=O)(OC(C)(C)C)OC(=O)OC(C)(C)C (di-tert-butyl dicarbonate), TEA. The reagents and catalysts are CN(C)C=1C=CN=CC1 (DMAP). The solvent is C1CCOC1 (THF), CCOC(=O)C (EtOAc). Run at temperature 25 celsius, time 18 hour. Product: ClC1=C(C(=O)OC(C)(C)C)C=CC(=C1)C=C (tert-Butyl 2-chloro-4-vinylbenzoate). Isolated yield 51.0%. As a reaction SMILES: Br[C:2]1[CH:14]=[CH:13][C:5]([C:6]([O:8][C:9]([CH3:12])([CH3:11])[CH3:10])=[O:7])=[C:4]([Cl:15])[CH:3]=1.Br[C:17]1C=CC(C(O)=O)=C(Cl)[CH:18]=1.C(OC(OC(C)(C)C)=O)(OC(C)(C)C)=O>C1COCC1.CN(C1C=CN=CC=1)C.CCOC(C)=O>[Cl:15][C:4]1[CH:3]=[C:2]([CH:17]=[CH2:18])[CH:14]=[CH:13][C:5]=1[C:6]([O:8][C:9]([CH3:12])([CH3:11])[CH3:10])=[O:7]. Procedure: tert-Butyl 4-bromo-2-chlorobenzoate (AI18). To a stirred solution of 4-bromo-2-chlorobenzoic acid (5 g, 21.37 mmol) in THF (30 mL) was added di-tert-butyl dicarbonate (25.5 g, 25.58 mmol), TEA (3.2 g, 31.98 mmol) and DMAP (0.78 g, 6.398 mmol), and the reaction mixture was stirred at 25° C. for 18 h. The reaction mixture was diluted with EtOAc and washed with water. The combined organic layer was washed with brine, dried over Na2SO4 and concentrated under reduced pressure. The residue was purifie... The reactants are ClC1=CC=C(COC2=CC(N(C=C2)C=2C=CC=3N(C2)C(=C(N3)C3C(C3)C(=O)OCC)C)=O)C=C1 (ethyl 2-(6-(4-((4-chlorobenzyl)oxy)-2-oxopyridin-1(2H)-yl)-3-methylimidazo[1,2-a]pyridin-2-yl)cyclopropanecarboxylate), C[Mg]Br (methylmagnesium bromide). The solvent is C1CCOC1 (THF). Run at time 3 hour. Product: ClC1=CC=C(COC2=CC(N(C=C2)C=2C=CC=3N(C2)C(=C(N3)C3C(C3)C(C)(C)O)C)=O)C=C1 (4-((4-Chlorobenzyl)oxy)-1-(2-(2-(2-hydroxypropan-2-yl)cyclopropyl)-3-methylimidazo[1,2-a]pyridin-6-yl)pyridin-2(1H)-one). Yield: 5.8%. Reaction SMILES: [Cl:1][C:2]1[CH:34]=[CH:33][C:5]([CH2:6][O:7][C:8]2[CH:13]=[CH:12][N:11]([C:14]3[CH:15]=[CH:16][C:17]4[N:18]([C:20]([CH3:31])=[C:21]([CH:23]5[CH2:25][CH:24]5C(OCC)=O)[N:22]=4)[CH:19]=3)[C:10](=[O:32])[CH:9]=2)=[CH:4][CH:3]=1.C[Mg]Br>C1COCC1>[Cl:1][C:2]1[CH:3]=[CH:4][C:5]([CH2:6][O:7][C:8]2[CH:13]=[CH:12][N:11]([C:14]3[CH:15]=[CH:16][C:17]4[N:18]([C:20]([CH3:31])=[C:21]([CH:23]5[CH2:25][CH:24]5[C:8]([OH:7])([CH3:13])[CH3:9])[N:22]=4)[CH:19]=3)[C:10](=[O:32])[CH:9]=2)=[CH:33][CH:34]=1. Procedure: To a stirred solution of ethyl 2-(6-(4-((4-chlorobenzyl)oxy)-2-oxopyridin-1(2H)-yl)-3-methylimidazo[1,2-a]pyridin-2-yl)cyclopropanecarboxylate (250 mg) in THF (2 ml) was added methylmagnesium bromide (3.0 M solution in ether, 1.8 ml) at 0° C., and the resulting mixture was stirred at room temperature for 3 h. The reaction mixture was then quenched with saturated NH4Cl solution, and extracted with DCM. The extract was washed with brine, dried over Na2SO4, concentrated in vacuo and purified by col... The reactants are [OH-].[Na+] (sodium hydroxide), C(C1=CC=CC=C1)(=O)OCCOCCN1C(=CC=2N=CN=C(C21)NC2=CC(=C(C=C2)OCC2=CC(=CC=C2)F)Cl)C (2-{2-[4-({3-Chloro-4-[(3-fluorobenzyl)oxy]phenyl}amino)-6-methyl-5H-pyrrolo[3,2-d]pyrimidin-5-yl]ethoxy}ethyl benzoate), Cl (hydrochloric acid). Solvent: CO (methanol). Reaction conditions: time 5 hour. Yields the product ClC=1C=C(C=CC1OCC1=CC(=CC=C1)F)NC=1C2=C(N=CN1)C=C(N2CCOCCO)C (2-{2-[4-({3-chloro-4-[(3-fluorobenzyl)oxy]phenyl}amino)-6-methyl-5H-pyrrolo[3,2-d]pyrimidin-5-yl]ethoxy}ethanol). Yield: 59.6%. As a reaction SMILES: C([O:9][CH2:10][CH2:11][O:12][CH2:13][CH2:14][N:15]1[C:23]2[C:22]([NH:24][C:25]3[CH:30]=[CH:29][C:28]([O:31][CH2:32][C:33]4[CH:38]=[CH:37][CH:36]=[C:35]([F:39])[CH:34]=4)=[C:27]([Cl:40])[CH:26]=3)=[N:21][CH:20]=[N:19][C:18]=2[CH:17]=[C:16]1[CH3:41])(=O)C1C=CC=CC=1.[OH-].[Na+].Cl>CO>[Cl:40][C:27]1[CH:26]=[C:25]([NH:24][C:22]2[C:23]3[N:15]([CH2:14][CH2:13][O:12][CH2:11][CH2:10][OH:9])[C:16]([CH3:41])=[CH:17][C:18]=3[N:19]=[CH:20][N:21]=2)[CH:30]=[CH:29][C:28]=1[O:31][CH2:32][C:33]1[CH:38]=[CH:37][CH:36]=[C:35]([F:39])[CH:34]=1 |f:1.2|. Reported procedure: 2-{2-[4-({3-Chloro-4-[(3-fluorobenzyl)oxy]phenyl}amino)-6-methyl-5H-pyrrolo[3,2-d]pyrimidin-5-yl]ethoxy}ethyl benzoate (90.0 mg) was dissolved in methanol (1 mL), 1N aqueous sodium hydroxide solution (0.3 mL) was added, and the mixture was stirred at room temperature for 5 hrs. The reaction mixture was neutralized with 1N hydrochloric acid, and the mixture was extracted with ethyl acetate. The organic layer washed with saturated brine, dried over anhydrous magnesium sulfate and concentrated unde... The reactants are Nc1c(Cl)ccnc1Br, C[O-], CO, [Na+]. Product: COc1nccc(Cl)c1N. Reaction SMILES: [Br:1][c:2]1[n:3][cH:4][cH:5][c:6]([Cl:9])[c:7]1[NH2:8].[CH3:10][O-:11].[CH3:13][OH:14].[Na+:12]>>[c:2]1([O:11][CH3:10])[n:3][cH:4][cH:5][c:6]([Cl:9])[c:7]1[NH2:8]. Reactants: CO, COC(=O)C1(C(=O)OC)CCCC1, [K+], [OH-]. Yields the product COC(=O)C1(C(=O)O)CCCC1. As a reaction SMILES: [CH3:16][OH:17].[CH3:1][O:2][C:3](=[O:4])[C:5]1([C:10](=[O:11])[O:12][CH3:13])[CH2:6][CH2:7][CH2:8][CH2:9]1.[K+:15].[OH-:14]>>[CH3:1][O:2][C:3](=[O:4])[C:5]1([C:10](=[O:11])[OH:12])[CH2:6][CH2:7][CH2:8][CH2:9]1. Reactants: S1(CCC2=C1C=C(C=C2)N)(=O)=O (2,3-dihydro-1-benzothiophen-6-amine 1,1-dioxide), N(=O)[O-].[Na+] (Sodium nitrite), [I-].[K+] (potassium iodide). Run in O (water). Conditions: temperature 65 celsius, time 8 hour. Yields the product IC1=CC2=C(CCS2(=O)=O)C=C1 (6-Iodo-2,3-dihydro-1-benzothiophene 1,1-dioxide). The yield is 37.4%. RXN SMILES: [S:1]1(=[O:12])(=[O:11])[C:5]2[CH:6]=[C:7](N)[CH:8]=[CH:9][C:4]=2[CH2:3][CH2:2]1.N([O-])=O.[Na+].[I-:17].[K+]>O>[I:17][C:7]1[CH:8]=[CH:9][C:4]2[CH2:3][CH2:2][S:1](=[O:12])(=[O:11])[C:5]=2[CH:6]=1 |f:1.2,3.4|. Reported procedure: A mixture of 2,3-dihydro-1-benzothiophen-6-amine 1,1-dioxide (1.1 g) 2M hydrochloric acid (14 ml) was cooled in an ice-bath. Sodium nitrite (355 mg) in water (5 ml) was added dropwise and the mixture was stirred for 15 min before aqueous potassium iodide (830 mg) was added. The mixture was stirred overnight, before it was heated to 65° C. for 0.5 h. The mixture was cooled to 20° C. and extracted into ethyl acetate. The organic solution was washed with aqueous sodium metabisulfite solution, brine...